From a dataset of the Open Reaction Database (ORD), a public repository of structured organic reaction records. describe an organic reaction: reactants, conditions, products, and yield Starting materials: OC1=CC=C(C=C1)C(C)(C)C1=CC=C(C=C1)O (bisphenol A), C1(OCC(C)O1)=O (propylene carbonate). Product: C(O)(O)=O.OCC(O)CO (glycerine carbonate). Yield: 4.1%. RXN SMILES: [OH:1]C1C=CC(C(C2C=CC(O)=CC=2)(C)C)=CC=1.[C:18]1(=[O:24])[O:23][CH:21]([CH3:22])[CH2:20][O:19]1>>[C:18](=[O:19])([OH:24])[OH:23].[OH:1][CH2:22][CH:21]([CH2:20][OH:19])[OH:23] |f:2.3|. Procedure: A 2 liter Hoppes Reactor equipped with a vacuum line, and distillation apparatus was charged with 750 grams of bisphenol A obtained from Shell Chemical, 674 grams of propylene carbonate obtained as JEFFSOL PC from Huntsman Chemicals, 20.8 grams of glycerine carbonate obtained as JEFFSOL GC from Huntsman Chemicals and 1.5 grams of potassium carbonate. The mixture was heated to 180° C. over a 3 hour period with stirring and maintained at that temperature for an additional 4 hours. The reactor was ...